Dataset: the Open Reaction Database (ORD), a public repository of structured organic reaction records. Task: describe an organic reaction: reactants, conditions, products, and yield Run in C1CCOC1 (THF). Starting materials: CN(C1=CC=C2CN(C(C2=C1)=O)C1=CC=C(C=C1)CCCC(=O)O)C (4-[4-(6-dimethylamino-1-oxo-1,3-dihydro-isoindol-2-yl)-phenyl]-butyric acid), CI (methyl iodide). The product is [I-].C(=O)(O)CCCC1=CC=C(C=C1)N1CC2=CC=C(C=C2C1=O)[NH+](C)C ({2-[4-(3-carboxy-propyl)-phenyl]-3-oxo-2,3-dihydro-1H-isoindol-5-yl}-dimethyl-ammonium iodide). Run at time 60 hour. Reaction SMILES: [CH3:1][N:2]([CH3:25])[C:3]1[CH:11]=[C:10]2[C:6]([CH2:7][N:8]([C:13]3[CH:18]=[CH:17][C:16]([CH2:19][CH2:20][CH2:21][C:22]([OH:24])=[O:23])=[CH:15][CH:14]=3)[C:9]2=[O:12])=[CH:5][CH:4]=1.C[I:27]>C1COCC1>[I-:27].[C:22]([CH2:21][CH2:20][CH2:19][C:16]1[CH:15]=[CH:14][C:13]([N:8]2[C:9](=[O:12])[C:10]3[C:6](=[CH:5][CH:4]=[C:3]([NH+:2]([CH3:25])[CH3:1])[CH:11]=3)[CH2:7]2)=[CH:18][CH:17]=1)([OH:24])=[O:23] |f:3.4|. Procedure: A solution of 4-[4-(6-dimethylamino-1-oxo-1,3-dihydro-isoindol-2-yl)-phenyl]-butyric acid (35.5 mg, 1.03 mM) obtained in Example 38 in THF (7 ml) was added with methyl iodide (1.2 ml), and the mixture was stirred at room temperature for 60 hours. The deposit was collected by filtration and dried to obtain {2-[4-(3-carboxy-propyl)-phenyl]-3-oxo-2,3-dihydro-1H-isoindol-5-yl}-dimethyl-ammonium iodide (Compound 32) as a colored powdery substance (34.5 mg, yield: 68.5%). Reactants: NC1=CC=C(C=C1)N1CCN(CC1)C1=CC=NC=C1 (1-(4-aminophenyl)-4-(4-pyridyl)piperazine), S(=O)(=O)(N)N (sulphamide). As a reaction SMILES: [NH2:1][C:2]1[CH:7]=[CH:6][C:5]([N:8]2[CH2:13][CH2:12][N:11]([C:14]3[CH:19]=[CH:18][N:17]=[CH:16][CH:15]=3)[CH2:10][CH2:9]2)=[CH:4][CH:3]=1.[S:20](N)([NH2:23])(=[O:22])=[O:21]>O1CCOCC1>[N:17]1[CH:18]=[CH:19][C:14]([N:11]2[CH2:12][CH2:13][N:8]([C:5]3[CH:4]=[CH:3][C:2]([NH:1][S:20]([NH2:23])(=[O:22])=[O:21])=[CH:7][CH:6]=3)[CH2:9][CH2:10]2)=[CH:15][CH:16]=1. The product is N1=CC=C(C=C1)N1CCN(CC1)C1=CC=C(C=C1)NS(=O)(=O)N (N-{4-[4-(4-Pyridyl)piperazin-1-yl]phenyl}sulphamide). Solvent: O1CCOCC1 (dioxan). Procedure details: A solution of 1-(4-aminophenyl)-4-(4-pyridyl)piperazine (0.50 g) and sulphamide (1.90 g) in dioxan (30 ml) was heated under reflux for 1 hour and then evaporated. The residue was triturated with water and the mixture was filtered. The solid was crystallised from a mixture of N,N-dimethylformamide and water to give the title compound (0.11 g), m.p. 216°-219° C. Found: C,54.03; H,5.59; N,20.68. C15H19N5O2S requires: C,54.05; H,5.75; N,21.01%. Isolated yield 16.8%. Starting materials: c1ccc(C2CO2)cc1, CCO, c1ccncc1, c1c[nH]cn1. Product: OC(Cn1ccnc1)c1ccccc1. As a reaction SMILES: [CH2:12]1[O:13][CH:14]1[c:15]1[cH:16][cH:17][cH:18][cH:19][cH:20]1.[CH3:21][CH2:22][OH:23].[cH:6]1[cH:7][cH:8][n:9][cH:10][cH:11]1.[nH:1]1[cH:2][n:3][cH:4][cH:5]1>>[n:1]1([CH2:12][CH:14]([OH:13])[c:15]2[cH:16][cH:17][cH:18][cH:19][cH:20]2)[cH:2][n:3][cH:4][cH:5]1. Reactants: B1(OCCCO1)C2=CN=CC=C2 (pyridine-3-boronic acid 1,3-propanediol cyclic ester), BrC1=CC=C(C=C1)I (4-bromoiodobenzene), C([O-])([O-])=O.[Na+].[Na+] (sodium carbonate). Reagents/catalysts: C1=CC=C(C=C1)P([C-]2C=CC=C2)C3=CC=CC=C3.C1=CC=C(C=C1)P([C-]2C=CC=C2)C3=CC=CC=C3.Cl[Pd]Cl.[Fe+2] ([1,1 ′-bis(diphenylphosphino)ferrocene]dichloropalladium(II)). Solvent: CN(C=O)C (N,N-dimethylformamide). Reaction conditions: temperature 85 celsius, time 4 hour. Yields the product BrC1=CC=C(C=C1)C=1C=NC=CC1 (3-(4-bromophenyl)pyridine). Reaction SMILES: B1([C:7]2[CH:12]=[CH:11][CH:10]=[N:9][CH:8]=2)OCCCO1.[Br:13][C:14]1[CH:19]=[CH:18][C:17](I)=[CH:16][CH:15]=1.C(=O)([O-])[O-].[Na+].[Na+]>CN(C)C=O.C1C=CC(P(C2C=CC=CC=2)[C-]2C=CC=C2)=CC=1.C1C=CC(P(C2C=CC=CC=2)[C-]2C=CC=C2)=CC=1.Cl[Pd]Cl.[Fe+2]>[Br:13][C:14]1[CH:19]=[CH:18][C:17]([C:7]2[CH:8]=[N:9][CH:10]=[CH:11][CH:12]=2)=[CH:16][CH:15]=1 |f:2.3.4,6.7.8.9|. Procedure details: A mixture of pyridine-3-boronic acid 1,3-propanediol cyclic ester, 4-bromoiodobenzene (1.1 eq), [1,1 ′-bis(diphenylphosphino)ferrocene]dichloropalladium(II) (0.05 eq) and 2M aqueous sodium carbonate (5 eq) in N,N-dimethylformamide (2 ml/mmol) was stirred at 85° C. for 4 hours. After quenching with saturated aqueous ammonium chloride solution the mixture was partitioned between ethyl acetate and water and the crude product from the organic phase was chromatographed on silica gel eluting with a 1:... Starting materials: BrCc1ccccc1, CCOC(=O)CCNCC(C(=O)OCC)c1ccccc1, CC#N, [Na+], [Na+], O=C([O-])[O-], O. As a reaction SMILES: [Br:28][CH2:29][c:30]1[cH:31][cH:32][cH:33][cH:34][cH:35]1.[CH2:1]([CH3:2])[O:3][C:4]([CH2:5][CH2:6][NH:7][CH2:8][CH:9]([C:10](=[O:11])[O:12][CH2:13][CH3:14])[c:15]1[cH:16][cH:17][cH:18][cH:19][cH:20]1)=[O:21].[CH3:37][C:38]#[N:39].[Na+:22].[Na+:23].[O-:24][C:25](=[O:26])[O-:27].[OH2:36]>>[CH2:1]([CH3:2])[O:3][C:4]([CH2:5][CH2:6][N:7]([CH2:8][CH:9]([C:10](=[O:11])[O:12][CH2:13][CH3:14])[c:15]1[cH:16][cH:17][cH:18][cH:19][cH:20]1)[CH2:29][c:30]1[cH:31][cH:32][cH:33][cH:34][cH:35]1)=[O:21]. Product: CCOC(=O)CCN(Cc1ccccc1)CC(C(=O)OCC)c1ccccc1. Reactants: [Si](C)(C)(C(C)(C)C)OC[C@H](C[C@H](CO)O)N(C(=O)NCC1=C(C(=CC=C1)F)Cl)C (1-((2S,4R)-1-(tert-butyldimethylsilyloxy)-4,5-dihydroxypentan-2-yl)-3-(2-chloro-3-fluorobenzyl)-1-methylurea), COC(C)(C)OC (2,2-dimethoxypropane), CC1=CC=C(C=C1)S(=O)(=O)[O-].C1=CC=[NH+]C=C1 (PPTS), C(=O)(O)[O-].[Na+] (NaHCO3). Solvent: CN(C)C=O (DMF). Run at time 2.5 hour. The product is ClC1=C(CNC(NC)=O)C=CC=C1F (3-(2-chloro-3-fluorobenzyl)-1-methylurea). Reaction SMILES: [Si](OC[C@@H:10]([N:16](C)[C:17]([NH:19][CH2:20][C:21]1[CH:26]=[CH:25][CH:24]=[C:23]([F:27])[C:22]=1[Cl:28])=[O:18])C[C@@H](O)CO)(C(C)(C)C)(C)C.COC(OC)(C)C.CC1C=CC(S([O-])(=O)=O)=CC=1.C1C=C[NH+]=CC=1.C([O-])(O)=O.[Na+]>CN(C=O)C>[Cl:28][C:22]1[C:23]([F:27])=[CH:24][CH:25]=[CH:26][C:21]=1[CH2:20][NH:19][C:17](=[O:18])[NH:16][CH3:10] |f:2.3,4.5|. Procedure: To a solution of the 1-((2S,4R)-1-(tert-butyldimethylsilyloxy)-4,5-dihydroxypentan-2-yl)-3-(2-chloro-3-fluorobenzyl)-1-methylurea 1(4.5 g, 10.0 mmol) in DMF (170 mL) were added 2,2-dimethoxypropane (12.45 mL, 100.0 mmol) and PPTS (0.050 g, 0.02 mmol) at 0° C. After 1 h the reaction was warmed up to RT and stirred for an additional 2.5 h. The crude reaction mixture was then added into a saturated aqueous solution of NaHCO3 (350 mL) and extracted with EtOAc (3×300 mL). Combined organic layers were...